This data is from the Open Reaction Database (ORD), a public repository of structured organic reaction records. The task is: describe an organic reaction: reactants, conditions, products, and yield Starting materials: CC1CC2C3CCC4(O)CC(=O)CCC4=C3C(c3ccc(Br)cc3)CC2(C)C1C(=O)C1CC1, CC(C)=O, Cl, [Na+], O=C([O-])O. The product is CC1CC2C3CCC4=CC(=O)CCC4=C3C(c3ccc(Br)cc3)CC2(C)C1C(=O)C1CC1. Reaction SMILES: [Br:2][c:3]1[cH:4][cH:5][c:6]([CH:9]2[C:10]3=[C:11]4[CH2:12][CH2:13][C:14](=[O:34])[CH2:15][C:16]4([OH:33])[CH2:17][CH2:18][CH:19]3[CH:20]3[CH2:21][CH:22]([CH3:32])[CH:23]([C:27](=[O:28])[CH:29]4[CH2:30][CH2:31]4)[C:24]3([CH3:25])[CH2:26]2)[cH:7][cH:8]1.[CH3:40][C:41](=[O:42])[CH3:43].[ClH:1].[Na+:39].[O-:35][C:36]([OH:37])=[O:38]>>[Br:2][c:3]1[cH:4][cH:5][c:6]([CH:9]2[C:10]3=[C:11]4[CH2:12][CH2:13][C:14](=[O:34])[CH:15]=[C:16]4[CH2:17][CH2:18][CH:19]3[CH:20]3[CH2:21][CH:22]([CH3:32])[CH:23]([C:27](=[O:28])[CH:29]4[CH2:30][CH2:31]4)[C:24]3([CH3:25])[CH2:26]2)[cH:7][cH:8]1. Starting materials: C(#C)C=1OC2=C(C1)C=CC(=C2)OC (2-Ethynyl-6-methoxybenzofuran), IC=1C=C2CN(CC2=CC1)C(C1=CC=CC=C1)(C1=CC=CC=C1)C1=CC=CC=C1 (5-iodo-2-tritylisoindoline), C#CCCCCCC (1-octyne), C(C)(C)(C)OC(NC1(COC(OC1)(C)C)C#CC1=CC=C(C=C1)I)=O (tert-butyl-5-((4-iodophenyl)ethynyl)-2,2-dimethyl-1,3-dioxan-5-ylcarbamate). Yields the product COC1=CC2=C(C=C(O2)C#CC2=CC=C(C=C2)C#CC2(COC(OC2)(C)C)NC(OC(C)(C)C)=O)C=C1 (tert-Butyl 5-((4-((6-methoxybenzofuran-2-yl)ethynyl)phenyl)-ethynyl)-2,2-dimethyl-1,3-dioxan-5-ylcarbamate). Yield: 90.0%. Reaction SMILES: [C:1]([C:3]1[O:4][C:5]2[CH:11]=[C:10]([O:12][CH3:13])[CH:9]=[CH:8][C:6]=2[CH:7]=1)#[CH:2].C#CCCCCCC.[C:22]([O:26][C:27](=[O:46])[NH:28][C:29]1([C:37]#[C:38][C:39]2[CH:44]=[CH:43][C:42](I)=[CH:41][CH:40]=2)[CH2:34][O:33][C:32]([CH3:36])([CH3:35])[O:31][CH2:30]1)([CH3:25])([CH3:24])[CH3:23].IC1C=C2C(=CC=1)CN(C(C1C=CC=CC=1)(C1C=CC=CC=1)C1C=CC=CC=1)C2>>[CH3:13][O:12][C:10]1[CH:9]=[CH:8][C:6]2[CH:7]=[C:3]([C:1]#[C:2][C:42]3[CH:43]=[CH:44][C:39]([C:38]#[C:37][C:29]4([NH:28][C:27](=[O:46])[O:26][C:22]([CH3:25])([CH3:24])[CH3:23])[CH2:34][O:33][C:32]([CH3:36])([CH3:35])[O:31][CH2:30]4)=[CH:40][CH:41]=3)[O:4][C:5]=2[CH:11]=1. Procedure details: When the product of Step D was substituted for 1-octyne and tert-butyl-5-((4-iodophenyl)ethynyl)-2,2-dimethyl-1,3-dioxan-5-ylcarbamate was substituted for 5-iodo-2-tritylisoindoline in Example 2, Step D, the similar process afforded the title compound in 90% yield, as a light yellow paste. 1H-NMR (CDCl3) 1.44 (s, 3H); 1.47 (s, 9H); 1.49 (s, 3H); 3.85 (s, 3H); 4.02 (d, 2H, J=11.34 Hz); 4.09 (d, 2H, J=11.38 Hz); 5.20 (s, 1H); 6.88 (dd, 1H, J=2.24, 8.6 Hz); 6.93 (s, 1H); 6.96 (d, 1H, J=1.97 Hz); 7....